From a dataset of the Open Reaction Database (ORD), a public repository of structured organic reaction records. describe an organic reaction: reactants, conditions, products, and yield Starting materials: [C@H]12[C@H](NC[C@@H]2CCC1)CNC(=O)C1=C(N=C2SC=CN21)C (6-methyl-imidazo[2,1-b]thiazole-5-carboxylic acid-[(1S,2S,5R)-3-aza-bicyclo[3.3.0]oct-2-ylmethyl]-amide), COC1=CC=C(C=C1)C1=C(N=C(S1)C)C(=O)O (5-(4-methoxy-phenyl)-2-methyl-thiazole-4-carboxylic acid). Yields the product COC1=CC=C(C=C1)C1=C(N=C(S1)C)C(=O)N1[C@@H]([C@H]2CCC[C@H]2C1)CNC(=O)C1=C(N=C2SC=CN21)C (6-Methyl-imidazo[2,1-b]thiazole-5-carboxylic acid-(1S,2S,5R)-{3-[5-(4-methoxy-phenyl)-2-methyl-thiazole-4-carbonyl]-3-aza-bicyclo[3.3.0]oct-2-ylmethyl}-amide). RXN SMILES: [C@H:1]12[CH2:8][CH2:7][CH2:6][C@H:5]1[CH2:4][NH:3][C@@H:2]2[CH2:9][NH:10][C:11]([C:13]1[N:20]2[C:16]([S:17][CH:18]=[CH:19]2)=[N:15][C:14]=1[CH3:21])=[O:12].[CH3:22][O:23][C:24]1[CH:29]=[CH:28][C:27]([C:30]2[S:34][C:33]([CH3:35])=[N:32][C:31]=2[C:36](O)=[O:37])=[CH:26][CH:25]=1>>[CH3:22][O:23][C:24]1[CH:25]=[CH:26][C:27]([C:30]2[S:34][C:33]([CH3:35])=[N:32][C:31]=2[C:36]([N:3]2[CH2:4][C@H:5]3[C@H:1]([CH2:8][CH2:7][CH2:6]3)[C@H:2]2[CH2:9][NH:10][C:11]([C:13]2[N:20]3[C:16]([S:17][CH:18]=[CH:19]3)=[N:15][C:14]=2[CH3:21])=[O:12])=[O:37])=[CH:28][CH:29]=1. Procedure details: prepared by reaction of 6-methyl-imidazo[2,1-b]thiazole-5-carboxylic acid-[(1S,2S,5R)-3-aza-bicyclo[3.3.0]oct-2-ylmethyl]-amide with 5-(4-methoxy-phenyl)-2-methyl-thiazole-4-carboxylic acid. Reaction SMILES: FC(F)(F)C(O)=O.[C:8]1([C:34]2[CH:39]=[CH:38][CH:37]=[CH:36][CH:35]=2)[CH:13]=[CH:12][C:11]([NH:14][C:15]2[CH:27]=[C:26]([C:28]3[CH:33]=[CH:32][CH:31]=[CH:30][CH:29]=3)[CH:25]=[CH:24][C:16]=2[C:17]([O:19]C(C)(C)C)=[O:18])=[CH:10][CH:9]=1>ClCCl>[C:8]1([C:34]2[CH:35]=[CH:36][CH:37]=[CH:38][CH:39]=2)[CH:13]=[CH:12][C:11]([NH:14][C:15]2[CH:27]=[C:26]([C:28]3[CH:33]=[CH:32][CH:31]=[CH:30][CH:29]=3)[CH:25]=[CH:24][C:16]=2[C:17]([OH:19])=[O:18])=[CH:10][CH:9]=1. The reactants are FC(C(=O)O)(F)F (Trifluoroacetic acid), C1(=CC=C(C=C1)NC1=C(C(=O)OC(C)(C)C)C=CC(=C1)C1=CC=CC=C1)C1=CC=CC=C1 (tert-butyl 2-((biphenyl-4-yl)amino)-4-phenylbenzoate). Yields the product C1(=CC=C(C=C1)NC1=C(C(=O)O)C=CC(=C1)C1=CC=CC=C1)C1=CC=CC=C1 (2-((biphenyl-4-yl)amino)-4-phenylbenzoic acid). Procedure details: Trifluoroacetic acid 2.5 mL was added to dichloromethane 2.5 mL solution of tert-butyl 2-((biphenyl-4-yl)amino)-4-phenylbenzoate 84 mg, and it was stirred at room temperature for 2 hours. The solvent was removed under reduced pressure,diisopropyl ether was added to the obtained residue, and solid matter was filtrated to give 2-((biphenyl-4-yl)amino)-4-phenylbenzoic acid 52 mg of a yellow solid. Reaction conditions: time 2 hour. The yield is 71.4%. Run in ClCCl (dichloromethane). Reactants: CCCCCCNP(=O)(NCCCCCC)N1CCCC(NC(=O)OCc2ccccc2)C1=O, CO, [Pd]. Yields the product CCCCCCNP(=O)(NCCCCCC)N1CCCC(N)C1=O. As a reaction SMILES: [CH2:1]([O:2][C:3](=[O:4])[NH:11][CH:12]1[C:13](=[O:34])[N:14]([P:18](=[O:19])([NH:20][CH2:21][CH2:22][CH2:23][CH2:24][CH2:25][CH3:26])[NH:27][CH2:28][CH2:29][CH2:30][CH2:31][CH2:32][CH3:33])[CH2:15][CH2:16][CH2:17]1)[c:5]1[cH:6][cH:7][cH:8][cH:9][cH:10]1.[CH3:35][OH:36].[Pd:37]>>[NH2:11][CH:12]1[C:13](=[O:34])[N:14]([P:18](=[O:19])([NH:20][CH2:21][CH2:22][CH2:23][CH2:24][CH2:25][CH3:26])[NH:27][CH2:28][CH2:29][CH2:30][CH2:31][CH2:32][CH3:33])[CH2:15][CH2:16][CH2:17]1. Reactants: SCCO (2-Mercaptoethanol), C1(C=CC(C=C1)=O)=O (p-benzoquinone), SCCO (2-mercaptoethanol). Conditions: time 0.5 hour. The product is OCCSC=1C(C=C(C(C1)=O)SCCO)=O (2,5-bis-(β-hydroxyethylthio)-1,4benzoquinone). Reaction SMILES: [SH:1][CH2:2][CH2:3][OH:4].[C:5]1(=[O:12])[CH:10]=[CH:9][C:8](=[O:11])[CH:7]=[CH:6]1>>[OH:4][CH2:3][CH2:2][S:1][C:10]1[C:5](=[O:12])[CH:6]=[C:7]([S:1][CH2:2][CH2:3][OH:4])[C:8](=[O:11])[CH:9]=1. Procedure details: 2-Mercaptoethanol (3.5 ml, 0.05 mole) is added in a single amount to an ethanolic solution of p-benzoquinone (10.81 g, 0.1 mole) and the mixture is allowed to stand, with stirring, for 1/2 hour. Further 2-mercaptoethanol (1.75 ml, 0.025 mole) is added and the mixture is allowed to stand, with stirring, for 2 hours. The mixture is filtered and the precipitate is washed with absolute ethanol. Dark red crystals of the expected derivative are obtained: The reactants are [Br-], [Li]CCCC, c1ccc(C[P+](c2ccccc2)(c2ccccc2)c2ccccc2)cc1, CCOC(=O)c1c(C=O)csc1NC(=O)OC(C)(C)C, C1CCOC1. The product is CCOC(=O)c1c(C=Cc2ccccc2)csc1NC(=O)OC(C)(C)C. As a reaction SMILES: [Br-:1].[CH2:28]([Li:29])[CH2:30][CH2:31][CH3:32].[CH2:2]([c:3]1[cH:4][cH:5][cH:6][cH:7][cH:8]1)[P+:9]([c:10]1[cH:11][cH:12][cH:13][cH:14][cH:15]1)([c:16]1[cH:17][cH:18][cH:19][cH:20][cH:21]1)[c:22]1[cH:23][cH:24][cH:25][cH:26][cH:27]1.[CH2:33]([CH3:34])[O:35][C:36](=[O:37])[c:38]1[c:39]([NH:45][C:46](=[O:47])[O:48][C:49]([CH3:50])([CH3:51])[CH3:52])[s:40][cH:41][c:42]1[CH:43]=[O:44].[CH2:53]1[O:54][CH2:55][CH2:56][CH2:57]1>>[CH:2]([c:3]1[cH:4][cH:5][cH:6][cH:7][cH:8]1)=[CH:43][c:42]1[c:38]([C:36]([O:35][CH2:33][CH3:34])=[O:37])[c:39]([NH:45][C:46](=[O:47])[O:48][C:49]([CH3:50])([CH3:51])[CH3:52])[s:40][cH:41]1. Reactants: CCCP(=O)(O)O, CCOC(C)=O, CCN(C(C)C)C(C)C, Cc1nn(C)c(C(=O)O)c1Cl, Nc1ccn2cc(-c3ccccc3)nc2n1. The product is Cc1nn(C)c(C(=O)Nc2ccn3cc(-c4ccccc4)nc3n2)c1Cl. As a reaction SMILES: [CH2:37]([P:38]([OH:39])([OH:40])=[O:41])[CH2:42][CH3:43].[CH3:44][CH2:45][O:46][C:47](=[O:48])[CH3:49].[CH:12]([N:13]([CH:14]([CH3:15])[CH3:16])[CH2:17][CH3:18])([CH3:19])[CH3:20].[Cl:1][c:2]1[c:3]([C:9](=[O:10])[OH:11])[n:4]([CH3:8])[n:5][c:6]1[CH3:7].[c:21]1(-[c:27]2[n:28][c:29]3[n:30]([cH:31][cH:32][c:33]([NH2:35])[n:34]3)[cH:36]2)[cH:22][cH:23][cH:24][cH:25][cH:26]1>>[Cl:1][c:2]1[c:3]([C:9](=[O:11])[NH:35][c:33]2[cH:32][cH:31][n:30]3[c:29]([n:28][c:27](-[c:21]4[cH:22][cH:23][cH:24][cH:25][cH:26]4)[cH:36]3)[n:34]2)[n:4]([CH3:8])[n:5][c:6]1[CH3:7]. The reactants are COC(=O)c1ncc(OC)c(OC)c1OCc1ccccc1, CO, Cl, [Na+], [OH-]. Yields the product COc1cnc(C(=O)O)c(OCc2ccccc2)c1OC. Reaction SMILES: [CH2:1]([c:2]1[cH:3][cH:4][cH:5][cH:6][cH:7]1)[O:8][c:9]1[c:10]([C:19](=[O:20])[O:21][CH3:22])[n:11][cH:12][c:13]([O:17][CH3:18])[c:14]1[O:15][CH3:16].[CH3:26][OH:27].[ClH:25].[Na+:24].[OH-:23]>>[CH2:1]([c:2]1[cH:3][cH:4][cH:5][cH:6][cH:7]1)[O:8][c:9]1[c:10]([C:19](=[O:20])[OH:21])[n:11][cH:12][c:13]([O:17][CH3:18])[c:14]1[O:15][CH3:16]. Reactants: 2[1-(4-bromobutyl)]furan, C1(C=2C(C(N1)=O)=CC=CC2)=O.[K] (potassium phthalimide), CN(C=O)C (dimethylformamide), ice water. The product is O1C(=CC=C1)CCCCN1C(C2=CC=CC=C2C1=O)=O (2-[4-(2-Furanyl)butyl]-1H-isoindole-1,3(2H)-dione). Reaction SMILES: [C:1]1(=[O:11])[NH:5][C:4](=[O:6])[C:3]2=[CH:7][CH:8]=[CH:9][CH:10]=[C:2]12.[K].CN(C)[CH:15]=[O:16]>>[O:16]1[CH:15]=[CH:1][CH:2]=[C:10]1[CH2:9][CH2:8][CH2:7][CH2:3][N:5]1[C:1](=[O:11])[C:2]2[C:3](=[CH:7][CH:8]=[CH:9][CH:10]=2)[C:4]1=[O:6] |f:0.1,^1:11|. Procedure: 2[1-(4-bromobutyl)]furan (406 mg) and potassium phthalimide (370 mg) were stirred together at room temperature in dry dimethylformamide overnight. The solution was poured into ice-water and the resulting white solid filtered, dried and recrystallised from chloroform/petroleum ether (b.p. 60°-80°) to give 2-[4-(2-Furanyl)butyl]-1H-isoindole-1,3(2H)-dione as white microcrystals (430 mg) m.p. 61°-63°. Starting materials: N1(CCCCC1)CC1=CC=C(C=C1)NC(=O)C=1CC2=CC=C(C=C2C1)C1=CC=C(C=C1)C (N-[4-(piperidinomethyl)-phenyl]-5-(4-methylphenyl)indene-2-carboxamide), CI (methyl iodide). The solvent is CN(C)C=O (DMF). Conditions: time 86 hour. Product: [I-].CC1=CC=C(C=C1)C=1C=C2C=C(CC2=CC1)C(=O)NC1=CC=C(C[N+]2(CCCCC2)C)C=C1 (1-[4-[5-(4-methylphenyl)indene-2-carboxamido]-benzyl]-1-methyl-piperidinium iodide). RXN SMILES: [N:1]1([CH2:7][C:8]2[CH:13]=[CH:12][C:11]([NH:14][C:15]([C:17]3[CH2:18][C:19]4[C:24]([CH:25]=3)=[CH:23][C:22]([C:26]3[CH:31]=[CH:30][C:29]([CH3:32])=[CH:28][CH:27]=3)=[CH:21][CH:20]=4)=[O:16])=[CH:10][CH:9]=2)[CH2:6][CH2:5][CH2:4][CH2:3][CH2:2]1.[CH3:33][I:34]>CN(C=O)C>[I-:34].[CH3:32][C:29]1[CH:28]=[CH:27][C:26]([C:22]2[CH:23]=[C:24]3[C:19](=[CH:20][CH:21]=2)[CH2:18][C:17]([C:15]([NH:14][C:11]2[CH:12]=[CH:13][C:8]([CH2:7][N+:1]4([CH3:33])[CH2:2][CH2:3][CH2:4][CH2:5][CH2:6]4)=[CH:9][CH:10]=2)=[O:16])=[CH:25]3)=[CH:31][CH:30]=1 |f:3.4|. Procedure details: In DMF (10ml) was dissolved N-[4-(piperidinomethyl)-phenyl]-5-(4-methylphenyl)indene-2-carboxamide (400mg), and to the mixture was added methyl iodide (177 μl). The mixture was stirred at room temperature for 86 hours and concentrated under reduced pressure. The residue was recrystallized from ethyl acetate to give 1-[4-[5-(4-methylphenyl)indene-2-carboxamido]-benzyl]-1-methyl-piperidinium iodide (Compound 61) (516mg) as pale yellow crystals.